This data is from the Open Reaction Database (ORD), a public repository of structured organic reaction records. The task is: describe an organic reaction: reactants, conditions, products, and yield Reactants: CC(=O)Oc1ccc(CC2SC(=O)N(C(c3ccccc3)(c3ccccc3)c3ccccc3)C2=O)cc1, C[O-], CO, Cc1ccccc1, Cl, [Na+]. Product: O=C1SC(Cc2ccc(O)cc2)C(=O)N1C(c1ccccc1)(c1ccccc1)c1ccccc1. As a reaction SMILES: [C:4](=[O:5])([CH3:6])[O:7][c:8]1[cH:9][cH:10][c:11]([CH2:12][CH:13]2[C:14](=[O:38])[N:15]([C:19]([c:20]3[cH:21][cH:22][cH:23][cH:24][cH:25]3)([c:26]3[cH:27][cH:28][cH:29][cH:30][cH:31]3)[c:32]3[cH:33][cH:34][cH:35][cH:36][cH:37]3)[C:16](=[O:18])[S:17]2)[cH:39][cH:40]1.[CH3:1][O-:2].[CH3:42][OH:43].[CH3:44][c:45]1[cH:46][cH:47][cH:48][cH:49][cH:50]1.[ClH:41].[Na+:3]>>[OH:7][c:8]1[cH:9][cH:10][c:11]([CH2:12][CH:13]2[C:14](=[O:38])[N:15]([C:19]([c:20]3[cH:21][cH:22][cH:23][cH:24][cH:25]3)([c:26]3[cH:27][cH:28][cH:29][cH:30][cH:31]3)[c:32]3[cH:33][cH:34][cH:35][cH:36][cH:37]3)[C:16](=[O:18])[S:17]2)[cH:39][cH:40]1. Reactants: CC=1N(C(=C(C1C1=CC=CC=C1)SC1=C(C=CC=C1)S(=O)(=O)N1CCCC1)C)CC(=O)OC (methyl 2-(2,5-dimethyl-3-phenyl-4-(2-(pyrrolidin-1-ylsulfonyl)phenylthio)-1H-pyrrol-1-yl)acetate), [OH-].[Na+] (sodium hydroxide). The product is CC=1N(C(=C(C1C1=CC=CC=C1)SC1=C(C=CC=C1)S(=O)(=O)N1CCCC1)C)CC(=O)O (2-(2,5-dimethyl-3-phenyl-4-(2-(pyrrolidin-1-ylsulfonyl)phenylthio)-1H-pyrrol-1-yl)acetic acid). Yield: 62.7%. As a reaction SMILES: [CH3:1][C:2]1[N:3]([CH2:29][C:30]([O:32]C)=[O:31])[C:4]([CH3:28])=[C:5]([S:13][C:14]2[CH:19]=[CH:18][CH:17]=[CH:16][C:15]=2[S:20]([N:23]2[CH2:27][CH2:26][CH2:25][CH2:24]2)(=[O:22])=[O:21])[C:6]=1[C:7]1[CH:12]=[CH:11][CH:10]=[CH:9][CH:8]=1.[OH-].[Na+]>>[CH3:1][C:2]1[N:3]([CH2:29][C:30]([OH:32])=[O:31])[C:4]([CH3:28])=[C:5]([S:13][C:14]2[CH:19]=[CH:18][CH:17]=[CH:16][C:15]=2[S:20]([N:23]2[CH2:24][CH2:25][CH2:26][CH2:27]2)(=[O:22])=[O:21])[C:6]=1[C:7]1[CH:12]=[CH:11][CH:10]=[CH:9][CH:8]=1 |f:1.2|. Procedure details: was followed using methyl 2-(2,5-dimethyl-3-phenyl-4-(2-(pyrrolidin-1-ylsulfonyl)phenylthio)-1H-pyrrol-1-yl)acetate (24.6 mg, 0.0510 mmol) and 1M sodium hydroxide (0.152 ml, 0.152 mmol) to afford 2-(2,5-dimethyl-3-phenyl-4-(2-(pyrrolidin-1-ylsulfonyl)phenylthio)-1H-pyrrol-1-yl)acetic acid (15.2 mg, 0.0320 mmol, 64% yield) as a tan solid. 1H NMR (400 MHz, CDCl3): δ (ppm) 7.89 (dd, 1H), 7.07-7.22 (m, 7H), 6.93 (dd, 1H), 4.73 (s, 2H), 3.19-3.23 (m, 4H), 2.27 (s, 3H), 2.23 (s, 3H), 1.61-1.64 (m, 4H)... As a reaction SMILES: [CH2:25]1[CH2:26][O:27][CH2:28][CH2:29][NH:30]1.[CH3:31][CH2:32][OH:33].[O:1]1[CH2:2][CH2:3][N:4]([c:7]2[cH:8][cH:9][c:10]([NH:13][CH:14]=[C:15]3[C:16](=[O:24])[NH:17][c:18]4[cH:19][cH:20][cH:21][cH:22][c:23]43)[cH:11][cH:12]2)[CH2:5][CH2:6]1>>[O:1]1[CH2:2][CH2:3][N:4]([c:7]2[cH:8][cH:9][c:10]([NH:13][CH:14]=[C:15]3[C:16](=[O:24])[N:17]([CH2:31][N:30]4[CH2:25][CH2:26][O:27][CH2:28][CH2:29]4)[c:18]4[cH:19][cH:20][cH:21][cH:22][c:23]43)[cH:11][cH:12]2)[CH2:5][CH2:6]1. Yields the product O=C1C(=CNc2ccc(N3CCOCC3)cc2)c2ccccc2N1CN1CCOCC1. Starting materials: C1COCCN1, CCO, O=C1Nc2ccccc2C1=CNc1ccc(N2CCOCC2)cc1. Procedure details: A solution of 5 g (0.017 mol) of benzyl 1-(nitromethyl)cyclohexyl-acetate in 50 ml of methanol is added to a mixture of 0.5 g of prehydrogenated palladium, 10% on activated carbon in 50 ml of methanol. This mixture is hydrogenated at room temperature under atmospheric pressure until the calculated hydrogen is consumed, then the catalyst is filtered off, the filtrate is concentrated to about 15 ml and 30 ml of tetrahydrofuran is added to precipitate the title compound. Yield: 1.5 g (51%). Mp: 168... The reagents and catalysts are [Pd] (palladium). Yields the product NCC1(CCCCC1)CC(=O)O (1-(aminomethyl)cyclohexyl-acetic Acid). Run in CO (methanol), CO (methanol). Reaction SMILES: [N+:1]([CH2:4][C:5]1([CH2:11][C:12]([O:14]CC2C=CC=CC=2)=[O:13])[CH2:10][CH2:9][CH2:8][CH2:7][CH2:6]1)([O-])=O.[H][H]>CO.[Pd]>[NH2:1][CH2:4][C:5]1([CH2:11][C:12]([OH:14])=[O:13])[CH2:10][CH2:9][CH2:8][CH2:7][CH2:6]1. Reactants: [N+](=O)([O-])CC1(CCCCC1)CC(=O)OCC1=CC=CC=C1 (benzyl 1-(nitromethyl)cyclohexyl-acetate), [H][H] (hydrogen).